Dataset: the Open Reaction Database (ORD), a public repository of structured organic reaction records. Task: describe an organic reaction: reactants, conditions, products, and yield Starting materials: CC1(N=C(OC1)C=1C=NC(=CC1)OCCCN1C(CCC1)C)C=O (4-methyl-2-{6-[3-(2-methylpyrrolidin-1-yl)propoxy]pyridin-3-yl}-4,5-dihydro-1,3-oxazole-4-carbaldehyde), N1CCCC1 (pyrrolidine), C(C)(=O)O[BH-](OC(C)=O)OC(C)=O.[Na+] (sodium triacetoxyborohydride), N1CCCC1 (pyrrolidine), C(C)(=O)O[BH-](OC(C)=O)OC(C)=O.[Na+] (sodium triacetoxyborohydride), O (Water). Solvent: ClC(C)Cl (dichloroethane). Conditions: temperature 22 celsius, time 8 hour. Product: CC1(N=C(OC1)C=1C=CC(=NC1)OCCCN1C(CCC1)C)CN1CCCC1 (5-[4-methyl-4-(pyrrolidin-1-ylmethyl)-4,5-dihydro-1,3-oxazol-2-yl]-2-[3-(2-methylpyrrolidin-1-yl)propoxy]pyridine). Isolated yield 25.0%. Reaction SMILES: [CH3:1][C:2]1([CH:23]=O)[CH2:6][O:5][C:4]([C:7]2[CH:8]=[N:9][C:10]([O:13][CH2:14][CH2:15][CH2:16][N:17]3[CH2:21][CH2:20][CH2:19][CH:18]3[CH3:22])=[CH:11][CH:12]=2)=[N:3]1.[NH:25]1[CH2:29][CH2:28][CH2:27][CH2:26]1.C(O[BH-](OC(=O)C)OC(=O)C)(=O)C.[Na+].O>ClC(Cl)C>[CH3:1][C:2]1([CH2:23][N:25]2[CH2:29][CH2:28][CH2:27][CH2:26]2)[CH2:6][O:5][C:4]([C:7]2[CH:12]=[CH:11][C:10]([O:13][CH2:14][CH2:15][CH2:16][N:17]3[CH2:21][CH2:20][CH2:19][CH:18]3[CH3:22])=[N:9][CH:8]=2)=[N:3]1 |f:2.3|. Procedure details: A solution of 4-methyl-2-{6-[3-(2-methylpyrrolidin-1-yl)propoxy]pyridin-3-yl}-4,5-dihydro-1,3-oxazole-4-carbaldehyde ax57 (273 mg, ca. 80% pure, ca. 0.66 mmol) in dichloroethane (4 ml) is treated with pyrrolidine (0.27 ml, 3.28 mmol) and sodium triacetoxyborohydride (0.35 g, 1.64 mmol), and the turbid solution is stirred at 22° C. overnight. Fresh pyrrolidine (0.145 ml, 1.64 mmol) and sodium triacetoxyborohydride (0.35 g, 1.64 mmol) are added and the solution is stirred for an additional 2 hours... The reactants are C1(CCCO1)=O (gamma-butyrolactone), CNC[C@H](O)[C@@H](O)[C@H](O)[C@H](O)CO (methylglucamine). The solvent is CO (methanol). Yields the product OCCCC(=O)N(C)C[C@H](O)[C@@H](O)[C@H](O)[C@H](O)CO (1-desoxy-1-(N-4-hydroxybutyroyl-N-methylamino)-D-glucitol). RXN SMILES: [C:1]1(=[O:6])[O:5][CH2:4][CH2:3][CH2:2]1.[CH3:7][NH:8][CH2:9][C@@H:10]([C@H:12]([C@@H:14]([C@@H:16]([CH2:18][OH:19])[OH:17])[OH:15])[OH:13])[OH:11]>CO>[OH:5][CH2:4][CH2:3][CH2:2][C:1]([N:8]([CH2:9][C@@H:10]([C@H:12]([C@@H:14]([C@@H:16]([CH2:18][OH:19])[OH:17])[OH:15])[OH:13])[OH:11])[CH3:7])=[O:6]. Procedure: 500 ml (565 g, 6.56 mol) of gamma-butyrolactone are placed in 2.0 l of methanol. 1.28 kg (6.56 mol) of methylglucamine are added to the solution obtained. The mixture is then refluxed for 16 hours. The solution obtained is evaporated to dryness. The colourless syrup so initially obtained crystallises into a white solid after a few days at room temperature. (Melting point 78°-79° C.) Reactants: BrC1=C(C=C(C=C1)C(CCCCCC)(C)C)OCC1=CC=CC=C1 (1-bromo-2-benzyloxy-4-(1,1-dimethylheptyl)benzene), resultant mixture, Cuprous iodide, Cl (hydrochloric acid), [Mg] (magnesium), resultant mixture, C(=C)C(=O)C (methyl vinyl ketone). Run in O1CCCC1 (tetrahydrofuran), O1CCCC1 (tetrahydrofuran). Run at temperature -10 celsius, time 10 minute. The product is C(C1=CC=CC=C1)OC1=C(C=CC(=C1)C(CCCCCC)(C)C)CCC(C)=O (4-[2-Benzyloxy-4-(1,1-dimethylheptyl)phenyl]-2-butanone). Yield: 28.0%. RXN SMILES: Br[C:2]1[CH:7]=[CH:6][C:5]([C:8]([CH3:16])([CH3:15])[CH2:9][CH2:10][CH2:11][CH2:12][CH2:13][CH3:14])=[CH:4][C:3]=1[O:17][CH2:18][C:19]1[CH:24]=[CH:23][CH:22]=[CH:21][CH:20]=1.[Mg].[CH:26]([C:28]([CH3:30])=[O:29])=[CH2:27].Cl>O1CCCC1>[CH2:18]([O:17][C:3]1[CH:4]=[C:5]([C:8]([CH3:16])([CH3:15])[CH2:9][CH2:10][CH2:11][CH2:12][CH2:13][CH3:14])[CH:6]=[CH:7][C:2]=1[CH2:27][CH2:26][C:28](=[O:29])[CH3:30])[C:19]1[CH:24]=[CH:23][CH:22]=[CH:21][CH:20]=1. Procedure details: A solution of 3.89 g. (0.010 mol.) of 1-bromo-2-benzyloxy-4-(1,1-dimethylheptyl)benzene in 15 ml. of tetrahydrofuran is slowly added to 0.36 g. (0.015 mol.) of 70-80 mesh magnesium metal. The resultant mixture is refluxed for 20 minutes and is then cooled to -10° C. Cuprous iodide (0.115 g., 0.006 mol.) is added and stirring continued for 10 minutes. To the resultant mixture is slowly added a solution of 0.701 g. (0.010 mol.) of methyl vinyl ketone in 5 ml. of tetrahydrofuran at such a rate that... Starting materials: [N+](=O)([O-])C1=CC=C(COC(=O)C=2N3C(C([C@H]3SC2)(Br)C(C=2N=C3N(C4=CC=CC=C4N=C3)C2)OC(C)=O)=O)C=C1 ((5R,6RS)-6-((RS)-Acetoxy imidazo[1,2-a]quinoxalin-2-ylmethyl)-6-bromo-7-oxo-4-thia-1-azabicyclo [3.2.0]hept-2-ene-2-carboxylic acid p-nitrobenzyl ester), P(=O)([O-])([O-])[O-] (phosphate). The reagents and catalysts are [Pd] (Pd—C). The solvent is C1CCOC1 (THF). Run at temperature 0 celsius, time 4 hour. The product is C1=C(N=C2N1C1=CC=CC=C1N=C2)C=O (Imidazo[1,2-a]quinoxaline-2-carboxaldehyde). As a reaction SMILES: [N+](C1C=CC(COC(C2N3[C@H](SC=2)C([CH:20]([O:34]C(=O)C)[C:21]2[N:22]=[C:23]4[CH:32]=[N:31][C:30]5[C:25](=[CH:26][CH:27]=[CH:28][CH:29]=5)[N:24]4[CH:33]=2)(Br)C3=O)=O)=CC=1)([O-])=O.P([O-])([O-])([O-])=O>[Pd].C1COCC1>[CH:33]1[N:24]2[C:25]3[C:30]([N:31]=[CH:32][C:23]2=[N:22][C:21]=1[CH:20]=[O:34])=[CH:29][CH:28]=[CH:27][CH:26]=3. Procedure details: (5R,6RS)-6-((RS)-Acetoxy imidazo[1,2-a]quinoxalin-2-ylmethyl)-6-bromo-7-oxo-4-thia-1-azabicyclo [3.2.0]hept-2-ene-2-carboxylic acid p-nitrobenzyl ester (951 mg) and 10% Pd—C (50% wet, 477 mg) were added to a mixture of THF (48 mL) and 0.5 mol/L phosphate buffer (pH 6.5, 48 mL). The mixture was hydrogenated at 400 kPa at room temperature for 4 h. The reaction solution was filtered and Pd—C was washed with water and n-butanol. The reaction mixture was cooled to 0° C. and 1 N NaOH was added to adju... The reactants are COC(CC1=CC(=CC=C1)C1=NC=CC=C1)=O (3-(2-pyridyl)-phenyl acetic acid methyl ester), O[Li].O (LiOH.H2O). Run in C1CCOC1 (THF), O (H2O). Yields the product N1=C(C=CC=C1)C=1C=C(C=CC1)CC(=O)O (3-(2-Pyridyl)phenyl Acetic Acid). The yield is 106.4%. Reaction SMILES: C[O:2][C:3](=[O:17])[CH2:4][C:5]1[CH:10]=[CH:9][CH:8]=[C:7]([C:11]2[CH:16]=[CH:15][CH:14]=[CH:13][N:12]=2)[CH:6]=1.O[Li].O>C1COCC1.O>[N:12]1[CH:13]=[CH:14][CH:15]=[CH:16][C:11]=1[C:7]1[CH:6]=[C:5]([CH2:4][C:3]([OH:17])=[O:2])[CH:10]=[CH:9][CH:8]=1 |f:1.2|. Procedure: To a solution of the compound of 3-(2-pyridyl)-phenyl acetic acid methyl ester (3.8 g, 16.7 mmol) in THF (50 mL) was added a solution of LiOH.H2O (780.2 mg, 18.6 mmol) in H2O (10 mL). The reaction was stirred at room temperature until TLC analysis indicated the complete consumption of starting material (2 h). The reaction mixture was concentrated to remove THF, then neutralized to pH=7 by the addition of IN HCl, diluted with brine (50 mL), and washed with CHCl3 (100 mL) The aqueous layer was rea... Reactants: BrC1=C(C=CC(=C1)Br)OC (2,4-dibromoanisole), C(CCC)[Li] (butyllithium), C[Si](C)(C)Cl (trimethylsilylchloride), Cl (HCl). The solvent is C(C)OCC (diethyl ether), C(C)OCC (diethyl ether). Reaction conditions: time 18 hour. Yields the product BrC1=C(C=C(C=C1)OC)[Si](C)(C)C (4-Bromo-3-trimethylsilylanisole). RXN SMILES: Br[C:2]1[CH:7]=[C:6]([Br:8])[CH:5]=[CH:4][C:3]=1[O:9][CH3:10].C([Li])CCC.[CH3:16][Si:17](Cl)([CH3:19])[CH3:18].Cl>C(OCC)C>[Br:8][C:6]1[CH:5]=[CH:4][C:3]([O:9][CH3:10])=[CH:2][C:7]=1[Si:17]([CH3:19])([CH3:18])[CH3:16]. Procedure details: To a solution of 2,4-dibromoanisole (13.3 g, 50 mmol) in diethyl ether (50 ml) at 0° C. was added over 20 min 1.5M butyllithium (33.4 ml) and the reaction was allowed to react 15 min at 0° C. Then trimethylsilylchloride (5.43 g, 50 mmol) in diethyl ether (20 ml) was added over 10 min and the resulting mixture was stirred 18 hours at room temperature. At 0° C. 3N HCl (50 ml) was added and the organic layer was separated, washed with water, brine, dried over MgSO4 and concentrated. 4-Bromo-3-trime...